This data is from the Open Reaction Database (ORD), a public repository of structured organic reaction records. The task is: describe an organic reaction: reactants, conditions, products, and yield Starting materials: ClC1=C(C(=CC=C1)F)C=1C(=NC(=CC1Cl)Cl)Cl (3-(2-chloro-6-fluorophenyl)-2,4,6-trichloropyridine), C(CCC)[Sn](C1=NC=CC=N1)(CCCC)CCCC (2-tri-n-butylstannylpyrimidine). The reagents and catalysts are C=1C=CC(=CC1)[P](C=2C=CC=CC2)(C=3C=CC=CC3)[Pd]([P](C=4C=CC=CC4)(C=5C=CC=CC5)C=6C=CC=CC6)([P](C=7C=CC=CC7)(C=8C=CC=CC8)C=9C=CC=CC9)[P](C=1C=CC=CC1)(C=1C=CC=CC1)C=1C=CC=CC1 (tetrakistriphenylphosphinepalladium(0)). The solvent is O1CCOCC1 (1,4-dioxane), CN(C=O)C (dimethylformamide). Yields the product ClC1=C(C(=CC=C1)F)C=1C(=NC(=CC1Cl)C1=NC=CC=N1)Cl (3-(2-Chloro-6-fluorophenyl)-2,4-dichloro-6-(pyrimidin-2-yl)pyridine). As a reaction SMILES: [Cl:1][C:2]1[CH:7]=[CH:6][CH:5]=[C:4]([F:8])[C:3]=1[C:9]1[C:10]([Cl:17])=[N:11][C:12](Cl)=[CH:13][C:14]=1[Cl:15].C([Sn](CCCC)(CCCC)[C:23]1[N:28]=[CH:27][CH:26]=[CH:25][N:24]=1)CCC>CN(C)C=O.O1CCOCC1.C1C=CC([P]([Pd]([P](C2C=CC=CC=2)(C2C=CC=CC=2)C2C=CC=CC=2)([P](C2C=CC=CC=2)(C2C=CC=CC=2)C2C=CC=CC=2)[P](C2C=CC=CC=2)(C2C=CC=CC=2)C2C=CC=CC=2)(C2C=CC=CC=2)C2C=CC=CC=2)=CC=1>[Cl:1][C:2]1[CH:7]=[CH:6][CH:5]=[C:4]([F:8])[C:3]=1[C:9]1[C:10]([Cl:17])=[N:11][C:12]([C:23]2[N:28]=[CH:27][CH:26]=[CH:25][N:24]=2)=[CH:13][C:14]=1[Cl:15] |^1:51,53,72,91|. Reported procedure: 14.6 g (0.047 mol) of 3-(2-chloro-6-fluorophenyl)-2,4,6-trichloropyridine (see Example Ab), 20.0 g (0.051 mol) of 2-tri-n-butylstannylpyrimidine and 1.1 g (0.94 mmol) of tetrakistriphenylphosphinepalladium(0), dissolved in 70 ml of dimethylformamide and 50 ml of 1,4-dioxane, were kept at 110° C. for 10 h. After removal of the volatile components under reduced pressure, the product was purified on silica gel using cyclohexane/ethyl acetate. Yield 2.0 g of yellow crystals (m.p. 147° C.).